Dataset: the Open Reaction Database (ORD), a public repository of structured organic reaction records. Task: describe an organic reaction: reactants, conditions, products, and yield Starting materials: C1(=CC=CC=C1)C=1C=CC2=C(CC(O2)C(=O)O)C1 (2,3-dihydro-5-phenyl-2-benzofurancarboxylic acid), C(C)O (ethanol), C1=CC=CC=C1 (benzene), S(O)(O)(=O)=O (sulfuric acid). Run in O (water). Yields the product C1(=CC=CC=C1)C=1C=CC2=C(CC(O2)C(=O)OCC)C1 (ethyl 2,3-dihydro-5-phenylbenzofuran-2-carboxylate). Reaction SMILES: [C:1]1([C:7]2[CH:8]=[CH:9][C:10]3[O:14][CH:13]([C:15]([OH:17])=[O:16])[CH2:12][C:11]=3[CH:18]=2)[CH:6]=[CH:5][CH:4]=[CH:3][CH:2]=1.[CH2:19](O)[CH3:20].C1C=CC=CC=1.S(=O)(=O)(O)O>O>[C:1]1([C:7]2[CH:8]=[CH:9][C:10]3[O:14][CH:13]([C:15]([O:17][CH2:19][CH3:20])=[O:16])[CH2:12][C:11]=3[CH:18]=2)[CH:2]=[CH:3][CH:4]=[CH:5][CH:6]=1. Reported procedure: A mixture of 2.5 g of 1D, 60 ml of ethanol, 20 ml of dry benzene and 2 ml of concentrated sulfuric acid was refluxed for seven hours, with removal of water as it formed. The resulting mixture was concentrated, and the residue dissolved in ether. The solution was washed with saturated sodium bicarbonate solution and water. The aqueous portion was extracted with ether. The combined organic layers were dried (Na2SO4) and the solvent was evaporated under reduced pressure. The residue was distilled t... Yield: 85.1%. Reaction conditions: time 6 hour. Procedure details: Acetic anhydride (1.31 g) was added to a solution of 8,9-dihydro-7-[(hydroxy)(2-methyl-1-trityl-1H-imidazol-4-yl)methyl]-10-methylpyrido[1,2-a]indol-6(7H)-one (1.42 g) in pyridine (20 ml). After being stirred at room temperature for 6 hours, the solution was evaporated in vacuo. The residue was diluted with chloroform, washed with 5% aqueous solution of sodium hydrogencarbonate and brine, and dried over anhydrous magnesium sulfate. After the solvent was evaporated in vacuo, the residue was subje... Solvent: N1=CC=CC=C1 (pyridine). Product: C(C)(=O)OC(C1CCC=2N(C3=CC=CC=C3C2C)C1=O)C=1N=C(N(C1)C(C1=CC=CC=C1)(C1=CC=CC=C1)C1=CC=CC=C1)C (7-[(acetoxy)(2-methyl-1-trityl-1H-imidazol-4-yl)methyl]-8,9-dihydro-10-methylpyrido[1,2-a]indol-6(7H)-one). Starting materials: C(C)(=O)OC(C)=O (Acetic anhydride), OC(C1CCC=2N(C3=CC=CC=C3C2C)C1=O)C=1N=C(N(C1)C(C1=CC=CC=C1)(C1=CC=CC=C1)C1=CC=CC=C1)C (8,9-dihydro-7-[(hydroxy)(2-methyl-1-trityl-1H-imidazol-4-yl)methyl]-10-methylpyrido[1,2-a]indol-6(7H)-one). RXN SMILES: [C:1](OC(=O)C)(=[O:3])[CH3:2].[OH:8][CH:9]([C:25]1[N:26]=[C:27]([CH3:49])[N:28]([C:30]([C:43]2[CH:48]=[CH:47][CH:46]=[CH:45][CH:44]=2)([C:37]2[CH:42]=[CH:41][CH:40]=[CH:39][CH:38]=2)[C:31]2[CH:36]=[CH:35][CH:34]=[CH:33][CH:32]=2)[CH:29]=1)[CH:10]1[C:23](=[O:24])[N:14]2[C:15]3[C:20]([C:21]([CH3:22])=[C:13]2[CH2:12][CH2:11]1)=[CH:19][CH:18]=[CH:17][CH:16]=3>N1C=CC=CC=1>[C:1]([O:8][CH:9]([C:25]1[N:26]=[C:27]([CH3:49])[N:28]([C:30]([C:37]2[CH:38]=[CH:39][CH:40]=[CH:41][CH:42]=2)([C:31]2[CH:32]=[CH:33][CH:34]=[CH:35][CH:36]=2)[C:43]2[CH:44]=[CH:45][CH:46]=[CH:47][CH:48]=2)[CH:29]=1)[CH:10]1[C:23](=[O:24])[N:14]2[C:15]3[C:20]([C:21]([CH3:22])=[C:13]2[CH2:12][CH2:11]1)=[CH:19][CH:18]=[CH:17][CH:16]=3)(=[O:3])[CH3:2]. Reactants: COC1=CC=C(C=N1)C1=CC=NC2=CC=C(C=C12)C=1C(=NN(C1)C(C1=CC=CC=C1)(C1=CC=CC=C1)C1=CC=CC=C1)C(F)(F)F (4-(6-methoxypyridin-3-yl)-6-(3-trifluoromethyl-1-trityl-1H-pyrazol-4-yl) quinoline). Solvent: FC(C(=O)O)(F)F (trifluoroacetic acid). Run at time 1 hour. Product: COC1=CC=C(C=N1)C1=CC=NC2=CC=C(C=C12)C=1C(=NNC1)C(F)(F)F (4-(6-Methoxypyridin-3-yl)-6-(3-trifluoromethyl-1H-pyrazol-4-yl) quinoline). Isolated yield 86.7%. Reaction SMILES: [CH3:1][O:2][C:3]1[N:8]=[CH:7][C:6]([C:9]2[C:18]3[C:13](=[CH:14][CH:15]=[C:16]([C:19]4[C:20]([C:43]([F:46])([F:45])[F:44])=[N:21][N:22](C(C5C=CC=CC=5)(C5C=CC=CC=5)C5C=CC=CC=5)[CH:23]=4)[CH:17]=3)[N:12]=[CH:11][CH:10]=2)=[CH:5][CH:4]=1>FC(F)(F)C(O)=O>[CH3:1][O:2][C:3]1[N:8]=[CH:7][C:6]([C:9]2[C:18]3[C:13](=[CH:14][CH:15]=[C:16]([C:19]4[C:20]([C:43]([F:45])([F:44])[F:46])=[N:21][NH:22][CH:23]=4)[CH:17]=3)[N:12]=[CH:11][CH:10]=2)=[CH:5][CH:4]=1. Procedure details: A mixture of 210 mg 4-(6-methoxypyridin-3-yl)-6-(3-trifluoromethyl-1-trityl-1H-pyrazol-4-yl) quinoline obtained in Example 1063 and 10 mL trifluoroacetic acid was stirred at room temperature for 1 hour. The trifluoroacetic acid was evaporated, and an aqueous saturated sodiumbicarbonate solution was added to the residue which was then extracted with ethyl acetate. The organic layer was washed with brine and dried over anhydrous magnesium sulfate. The solvent was evaporated, and the residue was pu... The reactants are [BH4-].[Na+] (Sodium borohydride), C(C)(=O)O[C@@H]1CC[C@@H]2CC[C@H]3[C@@H]4C[C@@H](C([C@@]4(C)CC[C@@H]3[C@]2(C1)C)=O)N1CCCCC1 (2β-acetyloxy-16β-(1-piperidinyl)-5α-androstan-17-one), O (water). Run in CO (methanol). Run at time 1 hour. Product: C(C)(=O)O[C@@H]1CC[C@@H]2CC[C@H]3[C@@H]4C[C@@H]([C@@H]([C@@]4(C)CC[C@@H]3[C@]2(C1)C)O)N1CCCCC1 (16β-(1-piperidinyl)-5α-androstane-2β,17β-diol 2-acetate). Yield: 54.0%. As a reaction SMILES: [BH4-].[Na+].[C:3]([O:6][C@H:7]1[CH2:24][C@@:23]2([CH3:25])[C@@H:10]([CH2:11][CH2:12][C@@H:13]3[C@@H:22]2[CH2:21][CH2:20][C@@:18]2([CH3:19])[C@H:14]3[CH2:15][C@H:16]([N:27]3[CH2:32][CH2:31][CH2:30][CH2:29][CH2:28]3)[C:17]2=[O:26])[CH2:9][CH2:8]1)(=[O:5])[CH3:4].O>CO>[C:3]([O:6][C@H:7]1[CH2:24][C@@:23]2([CH3:25])[C@@H:10]([CH2:11][CH2:12][C@@H:13]3[C@@H:22]2[CH2:21][CH2:20][C@@:18]2([CH3:19])[C@H:14]3[CH2:15][C@H:16]([N:27]3[CH2:32][CH2:31][CH2:30][CH2:29][CH2:28]3)[C@@H:17]2[OH:26])[CH2:9][CH2:8]1)(=[O:5])[CH3:4] |f:0.1|. Reported procedure: Sodium borohydride (9.40 g) was added portionwise to a stirred solution of 2β-acetyloxy-16β-(1-piperidinyl)-5α-androstan-17-one (46.99 g) in methanol (235 ml). After 1 h, water (300 ml) was added to precipitate the product as a gum, which was extracted into diethyl ether (300 ml). The extract was washed neutral with water (3×300 ml), dried (MgSO4) and evaporated to dryness. Crystallisation of the residue from methanol afforded 16β-(1-piperidinyl)-5α-androstane-2β,17β-diol 2-acetate (25.49 g), m....